From a dataset of the Open Reaction Database (ORD), a public repository of structured organic reaction records. describe an organic reaction: reactants, conditions, products, and yield Reactants: CC(=O)O, CN, CO, COC(=O)C1(CC=O)CCC(c2ccc(OCc3ccccc3F)cc2)N1C(=O)OC(C)(C)C. The product is CNCCC1(C(=O)OC)CCC(c2ccc(OCc3ccccc3F)cc2)N1C(=O)OC(C)(C)C. RXN SMILES: [C:37]([OH:38])(=[O:39])[CH3:40].[CH3:35][NH2:36].[CH3:41][OH:42].[F:1][c:2]1[c:3]([CH2:8][O:9][c:10]2[cH:11][cH:12][c:13]([CH:16]3[CH2:17][CH2:18][C:19]([C:28](=[O:29])[O:30][CH3:31])([CH2:32][CH:33]=[O:34])[N:20]3[C:21](=[O:22])[O:23][C:24]([CH3:25])([CH3:26])[CH3:27])[cH:14][cH:15]2)[cH:4][cH:5][cH:6][cH:7]1>>[F:1][c:2]1[c:3]([CH2:8][O:9][c:10]2[cH:11][cH:12][c:13]([CH:16]3[CH2:17][CH2:18][C:19]([C:28](=[O:29])[O:30][CH3:31])([CH2:32][CH2:33][NH:36][CH3:35])[N:20]3[C:21](=[O:22])[O:23][C:24]([CH3:25])([CH3:26])[CH3:27])[cH:14][cH:15]2)[cH:4][cH:5][cH:6][cH:7]1.